From a dataset of the Open Reaction Database (ORD), a public repository of structured organic reaction records. describe an organic reaction: reactants, conditions, products, and yield Reactants: O=C(O)c1cc(C(=O)O)c(C(=O)N(Cc2cccc(Br)c2)C2CCCc3ccccc32)cc1C(=O)O, OB(O)c1ccc(Cl)cc1. The product is O=C(O)c1cc(C(=O)O)c(C(=O)N(Cc2cccc(-c3ccc(Cl)cc3)c2)C2CCCc3ccccc32)cc1C(=O)O. Reaction SMILES: [Br:1][c:2]1[cH:3][c:4]([CH2:5][N:6]([C:7](=[O:8])[c:9]2[c:10]([C:21](=[O:22])[OH:23])[cH:11][c:12]([C:18](=[O:19])[OH:20])[c:13]([C:15](=[O:16])[OH:17])[cH:14]2)[CH:24]2[CH2:25][CH2:26][CH2:27][c:28]3[cH:29][cH:30][cH:31][cH:32][c:33]32)[cH:34][cH:35][cH:36]1.[Cl:37][c:38]1[cH:39][cH:40][c:41]([B:44]([OH:45])[OH:46])[cH:42][cH:43]1>>[c:2]1(-[c:41]2[cH:40][cH:39][c:38]([Cl:37])[cH:43][cH:42]2)[cH:3][c:4]([CH2:5][N:6]([C:7](=[O:8])[c:9]2[c:10]([C:21](=[O:22])[OH:23])[cH:11][c:12]([C:18](=[O:19])[OH:20])[c:13]([C:15](=[O:16])[OH:17])[cH:14]2)[CH:24]2[CH2:25][CH2:26][CH2:27][c:28]3[cH:29][cH:30][cH:31][cH:32][c:33]32)[cH:34][cH:35][cH:36]1.